Dataset: the Open Reaction Database (ORD), a public repository of structured organic reaction records. Task: describe an organic reaction: reactants, conditions, products, and yield The reactants are O1C2=C(N(CC1)CCCNC1=CC=C(C=C1)CC(C(=O)O)OCC)C=CC=C2 (3-[4-{3-(3,4-Dihydro-2H-benzo[b][1,4]oxazin-4-yl)propylamino}phenyl]-2-ethoxypropanoic acid), [OH-].[Mg+2].[OH-] (magnesium hydroxide). Reaction conditions: temperature 50 celsius. Product: [Mg+2].C(C)OC(C(=O)[O-])CC1=CC=C(C=C1)NCCCN1C2=C(OCC1)C=CC=C2.C(C)OC(C(=O)[O-])CC2=CC=C(C=C2)NCCCN2C1=C(OCC2)C=CC=C1 (2-Ethoxy-3-[4-{3-(3,4-dihydro-2H-benzo[b][1,4]oxazin-4-yl)propylamino}phenyl]propanoic acid magnesium salt). As a reaction SMILES: [O:1]1[CH2:6][CH2:5][N:4]([CH2:7][CH2:8][CH2:9][NH:10][C:11]2[CH:16]=[CH:15][C:14]([CH2:17][CH:18]([O:22][CH2:23][CH3:24])[C:19]([OH:21])=[O:20])=[CH:13][CH:12]=2)[C:3]2[CH:25]=[CH:26][CH:27]=[CH:28][C:2]1=2.[OH-].[Mg+2:30].[OH-]>>[Mg+2:30].[CH2:23]([O:22][CH:18]([CH2:17][C:14]1[CH:13]=[CH:12][C:11]([NH:10][CH2:9][CH2:8][CH2:7][N:4]2[CH2:5][CH2:6][O:1][C:2]3[CH:28]=[CH:27][CH:26]=[CH:25][C:3]2=3)=[CH:16][CH:15]=1)[C:19]([O-:21])=[O:20])[CH3:24].[CH2:23]([O:22][CH:18]([CH2:17][C:14]1[CH:13]=[CH:12][C:11]([NH:10][CH2:9][CH2:8][CH2:7][N:4]2[CH2:5][CH2:6][O:1][C:2]3[CH:28]=[CH:27][CH:26]=[CH:25][C:3]2=3)=[CH:16][CH:15]=1)[C:19]([O-:21])=[O:20])[CH3:24] |f:1.2.3,4.5.6|. Procedure: A mixture of methanolic solution (2 ml) of 2-ethoxy-3-[4-{3-(3,4-dihydro-2H-benzo[b][1,4]oxazin-4-yl)propylamino}phenyl]propanoic acid (75 mg, 1 eq, 0.19 mmol) obtained in example 2 and magnesium hydroxide (5.6 mg, 0.5 eq, 0.095 mmol) was heated at 50° C. for 5 h. The resulting solution was condensed, azeotroped with benzene and then finally dried on high vacuum pump to obtain the title compound as freed flowing solid (100% yield, mp: 132-134° C.). Reaction SMILES: [C:1]([CH3:2])(=[O:3])[c:4]1[c:5]([NH:11][S:12](=[O:13])(=[O:14])[C:15]([F:16])([F:17])[F:18])[cH:6][cH:7][c:8]([Cl:10])[cH:9]1.[C:29]([O-:30])(=[O:31])[CH3:32].[CH3:34][CH2:35][OH:36].[ClH:19].[F:20][c:21]1[cH:22][cH:23][c:24]([O:27][NH2:28])[cH:25][cH:26]1.[Na+:33]>>[C:1]([CH3:2])([c:4]1[c:5]([NH:11][S:12](=[O:13])(=[O:14])[C:15]([F:16])([F:17])[F:18])[cH:6][cH:7][c:8]([Cl:10])[cH:9]1)=[N:28][O:27][c:24]1[cH:23][cH:22][c:21]([F:20])[cH:26][cH:25]1. Product: CC(=NOc1ccc(F)cc1)c1cc(Cl)ccc1NS(=O)(=O)C(F)(F)F. Starting materials: CC(=O)c1cc(Cl)ccc1NS(=O)(=O)C(F)(F)F, CC(=O)[O-], CCO, Cl, NOc1ccc(F)cc1, [Na+].